From a dataset of the Open Reaction Database (ORD), a public repository of structured organic reaction records. describe an organic reaction: reactants, conditions, products, and yield Starting materials: O=C(Cl)CCCCBr, ClCCl, Nc1cccc(-c2n[nH]c(=O)c3ccccc23)c1, c1ccncc1. The product is O=C(CCCCBr)Nc1cccc(-c2n[nH]c(=O)c3ccccc23)c1. RXN SMILES: [Br:19][CH2:20][CH2:21][CH2:22][CH2:23][C:24](=[O:25])[Cl:26].[CH2:33]([Cl:34])[Cl:35].[NH2:1][c:2]1[cH:3][c:4](-[c:8]2[n:9][nH:10][c:11](=[O:18])[c:12]3[cH:13][cH:14][cH:15][cH:16][c:17]23)[cH:5][cH:6][cH:7]1.[cH:27]1[cH:28][cH:29][n:30][cH:31][cH:32]1>>[NH:1]([c:2]1[cH:3][c:4](-[c:8]2[n:9][nH:10][c:11](=[O:18])[c:12]3[cH:13][cH:14][cH:15][cH:16][c:17]23)[cH:5][cH:6][cH:7]1)[C:24]([CH2:23][CH2:22][CH2:21][CH2:20][Br:19])=[O:25].